From a dataset of the Open Reaction Database (ORD), a public repository of structured organic reaction records. describe an organic reaction: reactants, conditions, products, and yield Yields the product F[C@@H]1CNCCC1NCC=1C=CC2=C(NC(CS2)=O)C1 ((3R,4RS)-6-[(3-Fluoro-piperidin-4-ylamino)-methyl]-4H-benzo[1,4]thiazin-3-one). Solvent: C(CCl)Cl (ClCH2CH2Cl), CCO (EtOH). Reaction SMILES: [NH2:1][C@H:2]1[CH2:7][CH2:6][N:5](C(OC(C)(C)C)=O)[CH2:4][C@H:3]1[F:15].[O-]S([O-])(=O)=O.[Na+].[Na+].[O:23]=[C:24]1[NH:29][C:28]2[CH:30]=[C:31]([CH:34]=O)[CH:32]=[CH:33][C:27]=2[S:26][CH2:25]1.C(O[BH-](OC(=O)C)OC(=O)C)(=O)C.[Na+]>C(Cl)CCl.CCO>[F:15][C@H:3]1[CH:2]([NH:1][CH2:34][C:31]2[CH:32]=[CH:33][C:27]3[S:26][CH2:25][C:24](=[O:23])[NH:29][C:28]=3[CH:30]=2)[CH2:7][CH2:6][NH:5][CH2:4]1 |f:1.2.3,5.6|. Procedure details: A solution of cis-4-amino-1-tert-butoxycarbonyl-3-fluoropiperidine (5a) (340 mg, 1.60 mmole) in ClCH2CH2Cl (8 mL) and EtOH (0.8 mL) was treated with anhydrous Na2SO4 (450 mg) and 3-oxo-3,4-dihydro-2-benzo[1,4]thiazine-6-carboxaldehyde (1n) (330 mg, 1.80 mmole). The resulting solution was stirred at room temperature for 6 hr, then sodium triacetoxy borohydride (500 mg, 2.40 mmole) was added. The resulting slurry was stirred at room temperature for a further 10 hr, then was quenched by the additio... Conditions: time 6 hour. Reactants: C(C)(=O)O[BH-](OC(C)=O)OC(C)=O.[Na+] (sodium triacetoxy borohydride), N[C@@H]1[C@@H](CN(CC1)C(=O)OC(C)(C)C)F (cis-4-amino-1-tert-butoxycarbonyl-3-fluoropiperidine), [O-]S(=O)(=O)[O-].[Na+].[Na+] (Na2SO4), O=C1CSC2=C(N1)C=C(C=C2)C=O (3-oxo-3,4-dihydro-2H-benzo[1,4]thiazine-6-carbaldehyde). Starting materials: C1CCOC1, COC(=O)CCc1ccc(-c2ccc(CC(NS(=O)(=O)c3ccc(C)cc3)C(=O)N(C)C)cc2)cc1, [Li+], [OH-], O. The product is Cc1ccc(S(=O)(=O)NC(Cc2ccc(-c3ccc(CCC(=O)O)cc3)cc2)C(=O)N(C)C)cc1. Reaction SMILES: [CH2:39]1[O:40][CH2:41][CH2:42][CH2:43]1.[CH3:1][O:2][C:3]([CH2:4][CH2:5][c:6]1[cH:7][cH:8][c:9](-[c:12]2[cH:13][cH:14][c:15]([CH2:18][CH:19]([NH:20][S:21](=[O:22])(=[O:23])[c:24]3[cH:25][cH:26][c:27]([CH3:30])[cH:28][cH:29]3)[C:31]([N:32]([CH3:33])[CH3:34])=[O:35])[cH:16][cH:17]2)[cH:10][cH:11]1)=[O:36].[Li+:37].[OH-:38].[OH2:44]>>[O:2]=[C:3]([CH2:4][CH2:5][c:6]1[cH:7][cH:8][c:9](-[c:12]2[cH:13][cH:14][c:15]([CH2:18][CH:19]([NH:20][S:21](=[O:22])(=[O:23])[c:24]3[cH:25][cH:26][c:27]([CH3:30])[cH:28][cH:29]3)[C:31]([N:32]([CH3:33])[CH3:34])=[O:35])[cH:16][cH:17]2)[cH:10][cH:11]1)[OH:36]. The reactants are CCOP(=O)(CC#N)OCC, O=Cc1ccc(Cl)c(C(F)(F)F)c1, [K+], C1CCOC1, [OH-]. The product is N#CC=Cc1ccc(Cl)c(C(F)(F)F)c1. As a reaction SMILES: [C:1](#[N:2])[CH2:3][P:4](=[O:5])([O:6][CH2:7][CH3:8])[O:9][CH2:10][CH3:11].[Cl:12][c:13]1[c:14]([C:21]([F:22])([F:23])[F:24])[cH:15][c:16]([CH:17]=[O:18])[cH:19][cH:20]1.[K+:26].[O:27]1[CH2:28][CH2:29][CH2:30][CH2:31]1.[OH-:25]>>[C:1](#[N:2])[CH:3]=[CH:17][c:16]1[cH:15][c:14]([C:21]([F:22])([F:23])[F:24])[c:13]([Cl:12])[cH:20][cH:19]1. The reactants are CC(C(=O)OC)C(=O)OC (dimethyl methylmalonate), ClC(Cl)(Cl)Cl (tetrachloromethane), C([O-])([O-])=O.[K+].[K+] (potassium carbonate). The reagents and catalysts are [F-].C(CCC)[N+](CCCC)(CCCC)CCCC (tetra-n-butylammonium fluoride). Product: ClC(C(=O)OC)(C(=O)OC)C (dimethyl α-chloro-α-methylmalonate). Isolated yield 99.7%. As a reaction SMILES: [CH3:1][CH:2]([C:7]([O:9][CH3:10])=[O:8])[C:3]([O:5][CH3:6])=[O:4].[Cl:11]C(Cl)(Cl)Cl.C(=O)([O-])[O-].[K+].[K+]>[F-].C([N+](CCCC)(CCCC)CCCC)CCC>[Cl:11][C:2]([CH3:1])([C:7]([O:9][CH3:10])=[O:8])[C:3]([O:5][CH3:6])=[O:4] |f:2.3.4,5.6|. Procedure details: In a 10 mL round-bottom flask, a mixture of 1.46 g dimethyl methylmalonate (10 mmol), 1.69 g tetrachloromethane (11 mmol), 0.27 g potassium carbonate (2 mmol), and 63 mg tetra-n-butylammonium fluoride (0.2 mmol) was mixed by a magnetic stirrer at 24° C. for 5 h. The product mixture was filtered, and gas chromatographic analysis of the filtrate showed the presence of 1.8 g of dimethyl α-chloro-α-methylmalonate (99% yield). The reactants are C(C)(=O)NCC(C(=O)NC1=CC=CC=C1)C1=CC=C(C(=O)NC2=C(C=CC(=C2)C2=CSC=C2)NC(OC(C)(C)C)=O)C=C1 (tert-butyl [2-[(4-{1 [(acetylamino)methyl]-2-anilino-2-oxoethyl}benzoyl)amino]-4-(3-thienyl)phenyl]carbamate), FC(C(=O)O)(F)F (trifluoroacetic acid), C(=O)(O)[O-].[Na+] (NaHCO3). The solvent is CCOC(=O)C (EtOAc), C(Cl)Cl (CH2Cl2). Run at time 2 hour. Yields the product C(C)(=O)NCC(C(=O)NC1=CC=CC=C1)C1=CC=C(C(=O)NC2=C(C=CC(=C2)C2=CSC=C2)N)C=C1 (4-{1-[(acetylamino)methyl]-2-anilino-2-oxoethyl}-N-[2-amino-5-(3-thienyl)phenyl]benzamide). As a reaction SMILES: [C:1]([NH:4][CH2:5][CH:6]([C:16]1[CH:43]=[CH:42][C:19]([C:20]([NH:22][C:23]2[CH:28]=[C:27]([C:29]3[CH:33]=[CH:32][S:31][CH:30]=3)[CH:26]=[CH:25][C:24]=2[NH:34]C(=O)OC(C)(C)C)=[O:21])=[CH:18][CH:17]=1)[C:7]([NH:9][C:10]1[CH:15]=[CH:14][CH:13]=[CH:12][CH:11]=1)=[O:8])(=[O:3])[CH3:2].FC(F)(F)C(O)=O.C([O-])(O)=O.[Na+]>C(Cl)Cl.CCOC(C)=O>[C:1]([NH:4][CH2:5][CH:6]([C:16]1[CH:43]=[CH:42][C:19]([C:20]([NH:22][C:23]2[CH:28]=[C:27]([C:29]3[CH:33]=[CH:32][S:31][CH:30]=3)[CH:26]=[CH:25][C:24]=2[NH2:34])=[O:21])=[CH:18][CH:17]=1)[C:7]([NH:9][C:10]1[CH:11]=[CH:12][CH:13]=[CH:14][CH:15]=1)=[O:8])(=[O:3])[CH3:2] |f:2.3|. Reported procedure: To a solution of tert-butyl [2-[(4-{1 [(acetylamino)methyl]-2-anilino-2-oxoethyl}benzoyl)amino]-4-(3-thienyl)phenyl]carbamate (164 mg, 0.27 mmol) in CH2Cl2 (8 mL) was added trifluoroacetic acid (2 mL), and the reaction was stirred at room temperature for 2 h. Concentration yielded a yellow residue that was dissolved in EtOAc, neutralized with sat. NaHCO3, washed with brine, dried (MgSO4), and evaporated. The resulting solid was dissolved in CH2Cl2 (15 mL) and MeOH (0.5 mL). Hexanes (5 mL) were a... Reactants: BrB(Br)Br, CC1CO1, CO, CONS(=O)(=O)c1ccccc1, ClCCl. Product: O=S(=O)(NO)c1ccccc1. As a reaction SMILES: [B:13]([Br:14])([Br:15])[Br:16].[CH2:19]1[O:20][CH:21]1[CH3:22].[CH3:17][OH:18].[CH3:1][O:2][NH:3][S:4](=[O:5])(=[O:6])[c:7]1[cH:8][cH:9][cH:10][cH:11][cH:12]1.[Cl:23][CH2:24][Cl:25]>>[OH:2][NH:3][S:4](=[O:5])(=[O:6])[c:7]1[cH:8][cH:9][cH:10][cH:11][cH:12]1. Starting materials: C(C1=CC=CC=C1)OC([C@H](NC(=O)OC(C)(C)C)C(=O)[O-])C(=O)[O-] (3-benzyloxy-N-t-butoxycarbonylaspartate), FC(C(=O)O)(F)F (trifluoroacetic acid). Run in C(Cl)(Cl)Cl (chloroform). Run at time 20 hour. Yields the product C(C1=CC=CC=C1)OC([C@H](N)C(=O)O)C(=O)O (3-Benzyloxyaspartic Acid). Isolated yield 68.7%. Reaction SMILES: [CH2:1]([O:8][CH:9]([C:22]([O-:24])=[O:23])[C@@H:10]([C:19]([O-:21])=[O:20])[NH:11]C(OC(C)(C)C)=O)[C:2]1[CH:7]=[CH:6][CH:5]=[CH:4][CH:3]=1.FC(F)(F)C(O)=O>C(Cl)(Cl)Cl>[CH2:1]([O:8][CH:9]([C:22]([OH:24])=[O:23])[C@@H:10]([C:19]([OH:21])=[O:20])[NH2:11])[C:2]1[CH:7]=[CH:6][CH:5]=[CH:4][CH:3]=1. Reported procedure: To a solution of 65 mg (0.14 mmol) of the compound (14) in chloroform (2 ml) was added 2 ml of trifluoroacetic acid, and then the mixture was stirred at room temperature for 20 hours. The solvent was distilled off and the residue was subjected to column chromatography on ion exchange resin (Dowex 50Wx4) and washed with water, then eluted with 1N aqueous ammonia to give 23 mg of the title compound (15) (yield 65%). Procedure details: To a suspension of sodium hydride (0.030 g, 0.742 mmol) in THF (Ratio: 1.8, Volume: 2.272 ml) was added dropwise (Z)-(3-fluoro-4-(4-hydroxypyrimidin-5-yl)pyridin-2-yl)(4-fluorophenyl)methanone oxime (0.116 g, 0.353 mmol) in DMF (Ratio: 1.0, Volume: 1.262 ml) slowly. The reaction mixture was heated at 70° C. for 3.5 hr. Additional NaH (12 mg) was added. The reaction mixture was heated at 70° C. for 2.5 hr, and then allowed to cool to room temperature. The solvent was evaporated, and the mixture w... Run in CN(C)C=O (DMF), C(Cl)Cl (CH2Cl2), C1CCOC1 (THF). The product is FC1=CC=C(C=C1)C1=NOC=2C1=NC=CC2C=2C(=NC=NC2)O (5-(3-(4-Fluorophenyl)isoxazolo[4,5-b]pyridin-7-yl)pyrimidin-4-ol). Reaction SMILES: [H-].[Na+].F[C:4]1[C:5](/[C:17](/[C:20]2[CH:25]=[CH:24][C:23]([F:26])=[CH:22][CH:21]=2)=[N:18]\[OH:19])=[N:6][CH:7]=[CH:8][C:9]=1[C:10]1[C:11]([OH:16])=[N:12][CH:13]=[N:14][CH:15]=1>C1COCC1.CN(C=O)C.C(Cl)Cl>[F:26][C:23]1[CH:24]=[CH:25][C:20]([C:17]2[C:5]3=[N:6][CH:7]=[CH:8][C:9]([C:10]4[C:11]([OH:16])=[N:12][CH:13]=[N:14][CH:15]=4)=[C:4]3[O:19][N:18]=2)=[CH:21][CH:22]=1 |f:0.1|. Isolated yield 49.0%. The reactants are FC=1C(=NC=CC1C=1C(=NC=NC1)O)\C(=N/O)\C1=CC=C(C=C1)F ((Z)-(3-fluoro-4-(4-hydroxypyrimidin-5-yl)pyridin-2-yl)(4-fluorophenyl)methanone oxime), crude material, [H-].[Na+] (sodium hydride), [H-].[Na+] (NaH). Run at temperature 70 celsius. The reactants are CO, COC(=O)CC1Cc2cc(Cl)c3[nH]nc(Cl)c3c2CN(CC(F)(F)F)C1=O, [Li+], C1CCOC1, [OH-], O, O. Yields the product O=C(O)CC1Cc2cc(Cl)c3[nH]nc(Cl)c3c2CN(CC(F)(F)F)C1=O. As a reaction SMILES: [CH3:37][OH:38].[Cl:1][c:2]1[n:3][nH:4][c:5]2[c:6]([Cl:27])[cH:7][c:8]3[c:9]([c:10]12)[CH2:11][N:12]([CH2:22][C:23]([F:24])([F:25])[F:26])[C:13](=[O:21])[CH:14]([CH2:16][C:17](=[O:18])[O:19][CH3:20])[CH2:15]3.[Li+:31].[O:32]1[CH2:33][CH2:34][CH2:35][CH2:36]1.[OH-:30].[OH2:28].[OH2:29]>>[Cl:1][c:2]1[n:3][nH:4][c:5]2[c:6]([Cl:27])[cH:7][c:8]3[c:9]([c:10]12)[CH2:11][N:12]([CH2:22][C:23]([F:24])([F:25])[F:26])[C:13](=[O:21])[CH:14]([CH2:16][C:17](=[O:18])[OH:19])[CH2:15]3.